From a dataset of the Open Reaction Database (ORD), a public repository of structured organic reaction records. describe an organic reaction: reactants, conditions, products, and yield The reactants are CCO, O=[N+]([O-])c1ccc(F)c(-n2ccnc2)c1, Cl[Sn]Cl. Yields the product Nc1ccc(F)c(-n2ccnc2)c1. As a reaction SMILES: [CH3:19][CH2:20][OH:21].[F:1][c:2]1[c:3](-[n:11]2[cH:12][n:13][cH:14][cH:15]2)[cH:4][c:5]([N+:8]([O-:9])=[O:10])[cH:6][cH:7]1.[Sn:16]([Cl:17])[Cl:18]>>[F:1][c:2]1[c:3](-[n:11]2[cH:12][n:13][cH:14][cH:15]2)[cH:4][c:5]([NH2:8])[cH:6][cH:7]1. Starting materials: CC(=O)[O-], CC(=O)[O-], C1COCCN1, CC(C)(C)[O-], Cc1ccccc1, [Cl-], N#Cc1ccc(Cl)cc1, [NH4+], [Na+], [Pd+2], CC(=C(c1ccccc1)c1ccccc1)P(C1CCCCC1)C1CCCCC1. Product: N#Cc1ccc(N2CCOCC2)cc1. RXN SMILES: [C:52]([O-:53])(=[O:54])[CH3:55].[C:57]([O-:58])(=[O:59])[CH3:60].[CH2:10]1[CH2:11][O:12][CH2:13][CH2:14][NH:15]1.[CH3:16][C:17]([CH3:18])([O-:19])[CH3:20].[CH3:61][c:62]1[cH:63][cH:64][cH:65][cH:66][cH:67]1.[Cl-:50].[Cl:1][c:2]1[cH:3][cH:4][c:5]([C:6]#[N:7])[cH:8][cH:9]1.[NH4+:51].[Na+:21].[Pd+2:56].[c:22]1([C:23]([c:24]2[cH:25][cH:26][cH:27][cH:28][cH:29]2)=[C:30]([P:31]([CH:32]2[CH2:33][CH2:34][CH2:35][CH2:36][CH2:37]2)[CH:38]2[CH2:39][CH2:40][CH2:41][CH2:42][CH2:43]2)[CH3:44])[cH:45][cH:46][cH:47][cH:48][cH:49]1>>[c:2]1([N:15]2[CH2:10][CH2:11][O:12][CH2:13][CH2:14]2)[cH:3][cH:4][c:5]([C:6]#[N:7])[cH:8][cH:9]1. Reactants: FC(C(C(C(F)(F)F)(F)F)(F)F)(S(=O)(=O)OC1=CC2=CC=C(C=C2C=C1)C1=C(C(=CC(=C1)N1C(NC(C=C1)=O)=O)C(C)(C)C)OC)F (6-(3-tert-butyl-5-(2,4-dioxo-3,4-dihydropyrimidin-1(2H)-yl)-2-methoxyphenyl)naphthalen-2-yl 1,1,2,2,3,3,4,4,4-nonafluorobutane-1-sulfonate), CS(=O)(=O)N (methanesulfonamide), C(C)(=O)N[C@@H](CS)C(=O)O (N-Acetyl-L-cysteine), C(C)(C)(C)P(C1=C(C(=CC=C1OC)OC)C1=C(C=C(C=C1C(C)C)C(C)C)C(C)C)C(C)(C)C (di-tert-butyl(2′,4′,6′-triisopropyl-3,6-dimethoxybiphenyl-2-yl)phosphine), [O-]P(=O)([O-])[O-].[K+].[K+].[K+] (potassium phosphate tribasic), stainless steel. Reagents/catalysts: C=1C=CC(=CC1)/C=C/C(=O)/C=C/C2=CC=CC=C2.C=1C=CC(=CC1)/C=C/C(=O)/C=C/C2=CC=CC=C2.C=1C=CC(=CC1)/C=C/C(=O)/C=C/C2=CC=CC=C2.[Pd].[Pd] (Tris(dibenzylideneacetone)dipalladium(0)). Run in C(C)(=O)OCC (ethyl acetate), C(C)(=O)O (acetic acid), CN(C=O)C (dimethylformamide). Run at temperature 80 celsius, time 30 minute. The product is C(C)(C)(C)C=1C(=C(C=C(C1)N1C(NC(C=C1)=O)=O)C=1C=C2C=CC(=CC2=CC1)NS(=O)(=O)C)OC (N-(6-(3-tert-butyl-5-(2,4-dioxo-3,4-dihydropyrimidin-1(2H)-yl)-2-methoxyphenyl)naphthalen-2-yl)methanesulfonamide), solid. Isolated yield 89.0%. As a reaction SMILES: C(P(C(C)(C)C)C1C(OC)=CC=C(OC)C=1C1C(C(C)C)=CC(C(C)C)=CC=1C(C)C)(C)(C)C.[O-]P([O-])([O-])=O.[K+].[K+].[K+].FC(F)(S(O[C:59]1[CH:68]=[CH:67][C:66]2[C:61](=[CH:62][CH:63]=[C:64]([C:69]3[CH:74]=[C:73]([N:75]4[CH:80]=[CH:79][C:78](=[O:81])[NH:77][C:76]4=[O:82])[CH:72]=[C:71]([C:83]([CH3:86])([CH3:85])[CH3:84])[C:70]=3[O:87][CH3:88])[CH:65]=2)[CH:60]=1)(=O)=O)C(F)(F)C(F)(F)C(F)(F)F.[CH3:90][S:91]([NH2:94])(=[O:93])=[O:92].C(N[C@H](C(O)=O)CS)(=O)C>C1C=CC(/C=C/C(/C=C/C2C=CC=CC=2)=O)=CC=1.C1C=CC(/C=C/C(/C=C/C2C=CC=CC=2)=O)=CC=1.C1C=CC(/C=C/C(/C=C/C2C=CC=CC=2)=O)=CC=1.[Pd].[Pd].C(O)(=O)C.CN(C)C=O.C(OCC)(=O)C>[C:83]([C:71]1[C:70]([O:87][CH3:88])=[C:69]([C:64]2[CH:65]=[C:66]3[C:61](=[CH:62][CH:63]=2)[CH:60]=[C:59]([NH:94][S:91]([CH3:90])(=[O:93])=[O:92])[CH:68]=[CH:67]3)[CH:74]=[C:73]([N:75]2[CH:80]=[CH:79][C:78](=[O:81])[NH:77][C:76]2=[O:82])[CH:72]=1)([CH3:85])([CH3:84])[CH3:86] |f:1.2.3.4,8.9.10.11.12|. Reported procedure: A 600-mL, stainless steel, Parr® reactor was equipped with an overhead stirrer, thermocouple and a heating mantle. Tris(dibenzylideneacetone)dipalladium(0) (0.164 g, 0.179 mmol), di-tert-butyl(2′,4′,6′-triisopropyl-3,6-dimethoxybiphenyl-2-yl)phosphine (0.208 g, 0.429 mmol) and milled potassium phosphate tribasic (8.36 g, 39.4 mmol) were charged to the 600-mL reactor. The reactor was purged with argon for not less than 90 minutes. 2-Methyltetrahydrofuran (100 mL) was purged with argon for not les... The reactants are COC(=O)C=1C=C(C=C2C(CC(NC12)C1=CC(=CC=C1)Br)(C)C)F (2-(3-bromo-phenyl)-6-fluoro-4,4-dimethyl-1,2,3,4-tetrahydro-quinoline-8-carboxylic acid methyl ester), FC1=C(C=CC=C1)N1CCNCC1 (1-(2-fluorophenyl)-piperazine), C([O-])([O-])=O.[Cs+].[Cs+] (cesium carbonate), C(C)(=O)OCC (ethyl acetate). Reagents/catalysts: C(C)(=O)[O-].[Pd+2].C(C)(=O)[O-] (palladium (II) acetate), CC1(C2=C(C(=CC=C2)P(C3=CC=CC=C3)C4=CC=CC=C4)OC5=C(C=CC=C51)P(C6=CC=CC=C6)C7=CC=CC=C7)C (xantphos). The solvent is C1(=CC=CC=C1)C (toluene). Conditions: temperature 120 celsius. Yields the product COC(=O)C=1C=C(C=C2C(CC(NC12)C1=CC(=CC=C1)N1CCN(CC1)C1=C(C=CC=C1)F)(C)C)F (6-fluoro-2-{3-[4-(2-fluoro-phenyl)-piperazin-1-yl]-phenyl}-4,4-dimethyl-1,2,3,4-tetrahydro-quinoline-8-carboxylic acid methyl ester). Yield: 61.0%. As a reaction SMILES: [CH3:1][O:2][C:3]([C:5]1[CH:6]=[C:7]([F:24])[CH:8]=[C:9]2[C:14]=1[NH:13][CH:12]([C:15]1[CH:20]=[CH:19][CH:18]=[C:17](Br)[CH:16]=1)[CH2:11][C:10]2([CH3:23])[CH3:22])=[O:4].[F:25][C:26]1[CH:31]=[CH:30][CH:29]=[CH:28][C:27]=1[N:32]1[CH2:37][CH2:36][NH:35][CH2:34][CH2:33]1.C(=O)([O-])[O-].[Cs+].[Cs+].C(OCC)(=O)C>C1(C)C=CC=CC=1.C([O-])(=O)C.[Pd+2].C([O-])(=O)C.CC1(C)C2C(=C(P(C3C=CC=CC=3)C3C=CC=CC=3)C=CC=2)OC2C(P(C3C=CC=CC=3)C3C=CC=CC=3)=CC=CC1=2>[CH3:1][O:2][C:3]([C:5]1[CH:6]=[C:7]([F:24])[CH:8]=[C:9]2[C:14]=1[NH:13][CH:12]([C:15]1[CH:20]=[CH:19][CH:18]=[C:17]([N:35]3[CH2:34][CH2:33][N:32]([C:27]4[CH:28]=[CH:29][CH:30]=[CH:31][C:26]=4[F:25])[CH2:37][CH2:36]3)[CH:16]=1)[CH2:11][C:10]2([CH3:23])[CH3:22])=[O:4] |f:2.3.4,7.8.9|. Procedure details: A mixture of 2-(3-bromo-phenyl)-6-fluoro-4,4-dimethyl-1,2,3,4-tetrahydro-quinoline-8-carboxylic acid methyl ester (392 mg, 1.0 mmol), 1-(2-fluorophenyl)-piperazine (216 mg, 1.2 mmol), palladium (II) acetate (11.2 mg, 0.05 mmol), xantphos (34.7 mg, 0.06 mmol) and cesium carbonate (652 mg, 2 mmol) in toluene (5 mL) was heated for 3 h at 120° C. After colling to room temperature, the mixture was treated with ethyl acetate (50 mL) and washed with water (20 mL). The organic layer was dried over anhyd... Reactants: CCCCc1nnc(Cl)cc1-c1ccc(OCc2ccccc2)cc1, C1CCOC1, [H-], [Na+], OCCCN1CCOCC1. Yields the product CCCCc1nnc(OCCCN2CCOCC2)cc1-c1ccc(OCc2ccccc2)cc1. As a reaction SMILES: [CH2:13]([c:14]1[cH:15][cH:16][cH:17][cH:18][cH:19]1)[O:20][c:21]1[cH:22][cH:23][c:24](-[c:27]2[c:28]([CH2:34][CH2:35][CH2:36][CH3:37])[n:29][n:30][c:31]([Cl:33])[cH:32]2)[cH:25][cH:26]1.[CH2:38]1[O:39][CH2:40][CH2:41][CH2:42]1.[H-:11].[Na+:12].[O:1]1[CH2:2][CH2:3][N:4]([CH2:7][CH2:8][CH2:9][OH:10])[CH2:5][CH2:6]1>>[O:1]1[CH2:2][CH2:3][N:4]([CH2:7][CH2:8][CH2:9][O:10][c:31]2[n:30][n:29][c:28]([CH2:34][CH2:35][CH2:36][CH3:37])[c:27](-[c:24]3[cH:23][cH:22][c:21]([O:20][CH2:13][c:14]4[cH:15][cH:16][cH:17][cH:18][cH:19]4)[cH:26][cH:25]3)[cH:32]2)[CH2:5][CH2:6]1. Starting materials: CCOC(C)=O, CCO, Cl, O=[N+]([O-])c1ccc(Oc2cc3cnn(C4CCCCO4)c3cc2-c2ccncc2)c(F)c1, [Na+], O=C([O-])O. Yields the product O=[N+]([O-])c1ccc(Oc2cc3cn[nH]c3cc2-c2ccncc2)c(F)c1. RXN SMILES: [CH3:39][CH2:40][O:41][C:42]([CH3:43])=[O:44].[CH3:45][CH2:46][OH:47].[ClH:33].[F:1][c:2]1[c:3]([O:4][c:5]2[cH:6][c:7]3[cH:8][n:9][n:10]([CH:20]4[CH2:21][CH2:22][CH2:23][CH2:24][O:25]4)[c:11]3[cH:12][c:13]2-[c:14]2[cH:15][cH:16][n:17][cH:18][cH:19]2)[cH:26][cH:27][c:28]([N+:30](=[O:31])[O-:32])[cH:29]1.[Na+:38].[O-:34][C:35]([OH:36])=[O:37]>>[F:1][c:2]1[c:3]([O:4][c:5]2[cH:6][c:7]3[cH:8][n:9][nH:10][c:11]3[cH:12][c:13]2-[c:14]2[cH:15][cH:16][n:17][cH:18][cH:19]2)[cH:26][cH:27][c:28]([N+:30](=[O:31])[O-:32])[cH:29]1.